From a dataset of the Open Reaction Database (ORD), a public repository of structured organic reaction records. describe an organic reaction: reactants, conditions, products, and yield Starting materials: O=C([O-])[O-], CC1(C)CC(c2ccc(N)cn2)CC(C)(C)O1, ClCCl, [Na+], [Na+], O=C1CCC(=O)N1Br. The product is CC1(C)CC(c2ccc(N)c(Br)n2)CC(C)(C)O1. As a reaction SMILES: [C:26](=[O:27])([O-:28])[O-:29].[CH3:1][C:2]1([CH3:17])[O:3][C:4]([CH3:15])([CH3:16])[CH2:5][CH:6]([c:8]2[cH:9][cH:10][c:11]([NH2:14])[cH:12][n:13]2)[CH2:7]1.[Cl:32][CH2:33][Cl:34].[Na+:30].[Na+:31].[O:18]=[C:19]1[N:20]([Br:25])[C:21](=[O:22])[CH2:23][CH2:24]1>>[CH3:1][C:2]1([CH3:17])[O:3][C:4]([CH3:15])([CH3:16])[CH2:5][CH:6]([c:8]2[cH:9][cH:10][c:11]([NH2:14])[c:12]([Br:25])[n:13]2)[CH2:7]1.